Dataset: the Open Reaction Database (ORD), a public repository of structured organic reaction records. Task: describe an organic reaction: reactants, conditions, products, and yield The reactants are OBO, O=Cc1ccccc1, CN1C(=O)CN=C(Cl)c2cc(-c3ccccc3)ccc21, OB(O)c1ccc(Cl)cc1. The product is CN1C(=O)CN=C(c2ccc(Cl)cc2)c2cc(-c3ccccc3)ccc21. Reaction SMILES: [BH:21]([OH:22])[OH:23].[CH:24]([c:25]1[cH:26][cH:27][cH:28][cH:29][cH:30]1)=[O:31].[Cl:1][C:2]1=[N:8][CH2:7][C:6](=[O:9])[N:5]([CH3:10])[c:4]2[c:3]1[cH:14][c:13](-[c:15]1[cH:16][cH:17][cH:18][cH:19][cH:20]1)[cH:12][cH:11]2.[Cl:32][c:33]1[cH:34][cH:35][c:36]([B:39]([OH:40])[OH:41])[cH:37][cH:38]1>>[C:2]1([c:36]2[cH:35][cH:34][c:33]([Cl:32])[cH:38][cH:37]2)=[N:8][CH2:7][C:6](=[O:9])[N:5]([CH3:10])[c:4]2[c:3]1[cH:14][c:13](-[c:15]1[cH:16][cH:17][cH:18][cH:19][cH:20]1)[cH:12][cH:11]2. Starting materials: CC(C)(C)C(=O)Oc1cc2ccoc2cc1C(C)(C)C, CC(C)C[AlH]CC(C)C, CCCCCC. Yields the product CC(C)(C)c1cc2occc2cc1O. Reaction SMILES: [C:1]([CH3:2])([CH3:3])([CH3:4])[c:5]1[cH:6][c:7]2[c:8]([cH:9][cH:10][o:11]2)[cH:12][c:13]1[O:14][C:15](=[O:16])[C:17]([CH3:18])([CH3:19])[CH3:20].[CH3:21][CH:22]([CH2:23][AlH:24][CH2:25][CH:26]([CH3:27])[CH3:28])[CH3:29].[CH3:30][CH2:31][CH2:32][CH2:33][CH2:34][CH3:35]>>[C:1]([CH3:2])([CH3:3])([CH3:4])[c:5]1[cH:6][c:7]2[c:8]([cH:9][cH:10][o:11]2)[cH:12][c:13]1[OH:14]. The reactants are ClC1=NC=CC(=N1)C1=C(N=C(S1)N1CCOCC1)C=1C(=C(C=CC1)NS(=O)(=O)N1CCOCC1)F (N-{3-[5-(2-chloro-4-pyrimidinyl)-2-(4-morpholinyl)-1,3-thiazol-4-yl]-2-fluorophenyl}-4-morpholinesulfonamide), [NH4+].[OH-] (NH4OH). Product: NC1=NC=CC(=N1)C1=C(N=C(S1)N1CCOCC1)C=1C(=C(C=CC1)NS(=O)(=O)N1CCOCC1)F (N-{3-[5-(2-Amino-4-pyrimidinyl)-2-(4-morpholinyl)-1,3-thiazol-4-yl]-2-fluorophenyl}-4-morpholinesulfonamide). Reaction SMILES: Cl[C:2]1[N:7]=[C:6]([C:8]2[S:12][C:11]([N:13]3[CH2:18][CH2:17][O:16][CH2:15][CH2:14]3)=[N:10][C:9]=2[C:19]2[C:20]([F:35])=[C:21]([NH:25][S:26]([N:29]3[CH2:34][CH2:33][O:32][CH2:31][CH2:30]3)(=[O:28])=[O:27])[CH:22]=[CH:23][CH:24]=2)[CH:5]=[CH:4][N:3]=1.[NH4+:36].[OH-]>>[NH2:36][C:2]1[N:7]=[C:6]([C:8]2[S:12][C:11]([N:13]3[CH2:18][CH2:17][O:16][CH2:15][CH2:14]3)=[N:10][C:9]=2[C:19]2[C:20]([F:35])=[C:21]([NH:25][S:26]([N:29]3[CH2:34][CH2:33][O:32][CH2:31][CH2:30]3)(=[O:28])=[O:27])[CH:22]=[CH:23][CH:24]=2)[CH:5]=[CH:4][N:3]=1 |f:1.2|. Reported procedure: Following a procedure analogous to the procedure described in Example 21 using N-{3-[5-(2-chloro-4-pyrimidinyl)-2-(4-morpholinyl)-1,3-thiazol-4-yl]-2-fluorophenyl}-4-morpholinesulfonamide (96 mg, 0.177 mmol) in NH4OH (4 mL), heated in a microwave reactor for 40 min at 120° C. the title compound was obtained as a yellow solid (20 mg, 22% yield). 1H NMR (400 MHz, DMSO-d6) δ ppm 9.86 (s, 1H), 7.87 (d, J=5.3 Hz, 1H), 7.54 (td, J=6.8, 3.5 Hz, 1H), 7.19-7.31 (m, 2H), 6.54 (s, 2H), 5.80 (d, J=5.3 Hz, 1...